From a dataset of the Open Reaction Database (ORD), a public repository of structured organic reaction records. describe an organic reaction: reactants, conditions, products, and yield The reactants are C(C)(=O)O[BH-](OC(C)=O)OC(C)=O.[Na+] (Sodium triacetoxyborohydride), FC(C(=O)O)(F)F.C(C)C1=CC(=CS1)C(=O)N1CCOC2(C1)CCNCC2 ((5-ethylthiophen-3-yl)(1-oxa-4,9-diazaspiro[5.5]undecan-4-yl)methanone trifluoroacetate), [Si](C)(C)(C(C)(C)C)OCCC=1C=CC(=C(C=O)C1)F (5-(2-(tert-Butyldimethylsilyloxy)ethyl)-2-fluorobenzaldehyde), C(C)(=O)O (acetic acid), C(C)(=O)O[BH-](OC(C)=O)OC(C)=O.[Na+] (sodium triacetoxyborohydride). Run in CN1CCCC1=O (NMP). Reaction conditions: temperature 20 celsius, time 18 hour. The product is C(C)C1=CC(=CS1)C(=O)N1CCOC2(C1)CCN(CC2)CC2=C(C=CC(=C2)CCO)F ((5-Ethylthiophen-3-yl)(9-(2-fluoro-5-(2-hydroxyethyl)benzyl)-1-oxa-4,9-diazaspiro[5.5]undecan-4-yl)methanone). As a reaction SMILES: C(O[BH-](OC(=O)C)OC(=O)C)(=O)C.[Na+].FC(F)(F)C(O)=O.[CH2:22]([C:24]1[S:28][CH:27]=[C:26]([C:29]([N:31]2[CH2:36][C:35]3([CH2:41][CH2:40][NH:39][CH2:38][CH2:37]3)[O:34][CH2:33][CH2:32]2)=[O:30])[CH:25]=1)[CH3:23].[Si]([O:49][CH2:50][CH2:51][C:52]1[CH:53]=[CH:54][C:55]([F:60])=[C:56]([CH:59]=1)[CH:57]=O)(C(C)(C)C)(C)C.C(O)(=O)C>CN1C(=O)CCC1>[CH2:22]([C:24]1[S:28][CH:27]=[C:26]([C:29]([N:31]2[CH2:36][C:35]3([CH2:41][CH2:40][N:39]([CH2:57][C:56]4[CH:59]=[C:52]([CH2:51][CH2:50][OH:49])[CH:53]=[CH:54][C:55]=4[F:60])[CH2:38][CH2:37]3)[O:34][CH2:33][CH2:32]2)=[O:30])[CH:25]=1)[CH3:23] |f:0.1,2.3|. Reported procedure: Sodium triacetoxyborohydride (0.225 g) was added to a stirred solution at 0° C. of (5-ethylthiophen-3-yl)(1-oxa-4,9-diazaspiro[5.5]undecan-4-yl)methanone trifluoroacetate (example 99, step a) (0.289 g) and 5-(2-(tert-butyldimethylsilyloxy)ethyl)-2-fluorobenzaldehyde (example 100, step b) (0.2 g) and acetic acid (0.041 ml) in NMP (20 mL). The reaction mixture was then stirred at 20° C. for 18 hours. Further sodium triacetoxyborohydride (0.150 g) was added and stirring continued for 4 hours. The m... The reactants are BrCCCCCC(C(=O)OCC)(C)C (ethyl 7-bromo-2,2-dimethylheptanoate), [H-].C(C(C)C)[Al+]CC(C)C (diisobutylaluminium hydride). The solvent is C(C)OCC (diethyl ether). Run at temperature 0 celsius, time 1 hour. Product: BrCCCCCC(CO)(C)C (7-Bromo-2,2-dimethylheptan-1-ol). RXN SMILES: [Br:1][CH2:2][CH2:3][CH2:4][CH2:5][CH2:6][C:7]([CH3:14])([CH3:13])[C:8](OCC)=[O:9].[H-].C([Al+]CC(C)C)C(C)C>C(OCC)C>[Br:1][CH2:2][CH2:3][CH2:4][CH2:5][CH2:6][C:7]([CH3:14])([CH3:13])[CH2:8][OH:9] |f:1.2|. Procedure details: To a solution of ethyl 7-bromo-2,2-dimethylheptanoate (example 102, step a) (1.5 g) in dry diethyl ether (50 mL) at 0° C. under N2 was added diisobutylaluminium hydride (1M in toluene, 12.5 mL) dropwise. The reaction mixture was stirred at 0° C. for 1 h then quenched by addition of saturated potassium sodium tartrate (150 mL). The mixture was stirred for 1 h then extracted with ethyl acetate (×3). The combined organics were washed with brine and dried over sodium sulphate, filtered and evaporate... Reactants: C(OCC)(OCC)=O (diethyl carbonate), [H-].[Na+] (NaH), C1(=CC=CC=C1)N1N=CC=C1C(C)=O (1-(1-phenyl-1H-pyrazol-5-yl)ethanone). Solvent: O (water). Yields the product O=C(CC(=O)OCC)C1=CC=NN1C1=CC=CC=C1 (ethyl 3-oxo-3-(1-phenyl-1H-pyrazol-5-yl)propanoate). RXN SMILES: [C:1](=[O:8])([O:5][CH2:6][CH3:7])OCC.[H-].[Na+].[C:11]1([N:17]2[C:21]([C:22](=[O:24])[CH3:23])=[CH:20][CH:19]=[N:18]2)[CH:16]=[CH:15][CH:14]=[CH:13][CH:12]=1>O>[O:24]=[C:22]([C:21]1[N:17]([C:11]2[CH:16]=[CH:15][CH:14]=[CH:13][CH:12]=2)[N:18]=[CH:19][CH:20]=1)[CH2:23][C:1]([O:5][CH2:6][CH3:7])=[O:8] |f:1.2|. Reported procedure: To a mixture of diethyl carbonate (20.0 mL) and 60% NaH (0.34 g) was added 1-(1-phenyl-1H-pyrazol-5-yl)ethanone (1.30 g) at room temperature, and the mixture was heated under reflux for 2 hr. To the reaction mixture was added water, and the mixture was extracted with dichloromethane. The extract was washed with saturated brine, dried over anhydrous sodium sulfate, and the solvent was evaporated under reduced pressure. The residue was purified by silica gel column chromatography (petroleum ether/...